From a dataset of the Open Reaction Database (ORD), a public repository of structured organic reaction records. describe an organic reaction: reactants, conditions, products, and yield The reactants are resultant mixture, ClC1=CC=NC2=CC(=CC=C12)Cl (4,7-dichloroquinoline), C1(=CC=CC=C1)B(O)O (phenylboronic acid), [F-].[Cs+] (cesium fluoride). Reagents/catalysts: [Pd].C1(=CC=CC=C1)P(C1=CC=CC=C1)C1=CC=CC=C1.C1(=CC=CC=C1)P(C1=CC=CC=C1)C1=CC=CC=C1.C1(=CC=CC=C1)P(C1=CC=CC=C1)C1=CC=CC=C1.C1(=CC=CC=C1)P(C1=CC=CC=C1)C1=CC=CC=C1 (tetrakis(triphenylphosphine) palladium(0)). Run in COCCOC (1,2-dimethoxyethane). Yields the product ClC1=CC=C2C(=CC=NC2=C1)C1=CC=CC=C1 (7-Chloro-4-phenylquinoline). As a reaction SMILES: Cl[C:2]1[C:11]2[C:6](=[CH:7][C:8]([Cl:12])=[CH:9][CH:10]=2)[N:5]=[CH:4][CH:3]=1.[C:13]1(B(O)O)[CH:18]=[CH:17][CH:16]=[CH:15][CH:14]=1.[F-].[Cs+]>COCCOC.[Pd].C1(P(C2C=CC=CC=2)C2C=CC=CC=2)C=CC=CC=1.C1(P(C2C=CC=CC=2)C2C=CC=CC=2)C=CC=CC=1.C1(P(C2C=CC=CC=2)C2C=CC=CC=2)C=CC=CC=1.C1(P(C2C=CC=CC=2)C2C=CC=CC=2)C=CC=CC=1>[Cl:12][C:8]1[CH:7]=[C:6]2[C:11]([C:2]([C:13]3[CH:18]=[CH:17][CH:16]=[CH:15][CH:14]=3)=[CH:3][CH:4]=[N:5]2)=[CH:10][CH:9]=1 |f:2.3,5.6.7.8.9|. Procedure details: A mixture of 4,7-dichloroquinoline (12.5 g, 63.1 mmol), phenylboronic acid (9.63 g, 79 mmol) and cesium fluoride (24 g, 158 mmol) in 1,2-dimethoxyethane (300 mL) was degassed and purged three times with nitrogen gas before the addition of the tetrakis(triphenylphosphine) palladium(0) (3.64 g, 3.15 mmol). The resultant mixture was then stirred at reflux overnight. After cooling, the reaction was filtered over celite and washed with dichloromethane. After evaporation under reduced pressure, the re...